This data is from the Open Reaction Database (ORD), a public repository of structured organic reaction records. The task is: describe an organic reaction: reactants, conditions, products, and yield Starting materials: CCN=C=NCCCN(C)C, ClCCl, CNCCO, CN1CCOCC1, Cl, Cc1cc(C(=O)O)ncc1C(c1cc(F)ccc1F)S(=O)(=O)c1ccc(F)cc1, On1nnc2ccccc21. The product is Cc1cc(C(=O)N(C)CCO)ncc1C(c1cc(F)ccc1F)S(=O)(=O)c1ccc(F)cc1. RXN SMILES: [CH2:53]([N:54]=[C:55]=[N:56][CH2:57][CH2:58][CH2:59][N:60]([CH3:61])[CH3:62])[CH3:63].[CH2:64]([Cl:65])[Cl:66].[CH3:30][NH:31][CH2:32][CH2:33][OH:34].[CH3:45][N:46]1[CH2:47][CH2:48][O:49][CH2:50][CH2:51]1.[ClH:52].[F:1][c:2]1[c:3]([CH:9]([c:10]2[c:11]([CH3:19])[cH:12][c:13]([C:16](=[O:17])[OH:18])[n:14][cH:15]2)[S:20](=[O:21])(=[O:22])[c:23]2[cH:24][cH:25][c:26]([F:29])[cH:27][cH:28]2)[cH:4][c:5]([F:8])[cH:6][cH:7]1.[OH:35][n:36]1[c:37]2[cH:38][cH:39][cH:40][cH:41][c:42]2[n:43][n:44]1>>[F:1][c:2]1[c:3]([CH:9]([c:10]2[c:11]([CH3:19])[cH:12][c:13]([C:16](=[O:18])[N:31]([CH3:30])[CH2:32][CH2:33][OH:34])[n:14][cH:15]2)[S:20](=[O:21])(=[O:22])[c:23]2[cH:24][cH:25][c:26]([F:29])[cH:27][cH:28]2)[cH:4][c:5]([F:8])[cH:6][cH:7]1. The reactants are ( R )-isomer, BrC=1N=C(C(N(C1)C)=O)NC1=CC=C(C=C1)C1N(CCN(C1=O)C)C (5-Bromo-3-(4-(1,4-dimethyl-3-oxopiperazin-2-yl)phenylamino)-1-methylpyrazin-2(1H)-one), CN1C(C(N(CC1)C)C1=CC=C(C=C1)N)=O (1,4-dimethyl-3-(4-aminophenyl)piperazin-2-one). Yields the product BrC=1N=C(C(N(C1)C)=O)NC1=CC=C(C=C1)[C@H]1N(CCN(C1=O)C)C (5-Bromo-3-(4-((R)-1,4-dimethyl-3-oxopiperazin-2yl)-phenylamino)-1-methylpyrazin-2(1H)-one). Reaction SMILES: [Br:1][C:2]1[N:3]=[C:4]([NH:10][C:11]2[CH:16]=[CH:15][C:14]([CH:17]3[C:22](=[O:23])[N:21]([CH3:24])[CH2:20][CH2:19][N:18]3[CH3:25])=[CH:13][CH:12]=2)[C:5](=[O:9])[N:6]([CH3:8])[CH:7]=1.CN1CCN(C)C(C2C=CC(N)=CC=2)C1=O>>[Br:1][C:2]1[N:3]=[C:4]([NH:10][C:11]2[CH:12]=[CH:13][C:14]([C@@H:17]3[C:22](=[O:23])[N:21]([CH3:24])[CH2:20][CH2:19][N:18]3[CH3:25])=[CH:15][CH:16]=2)[C:5](=[O:9])[N:6]([CH3:8])[CH:7]=1. Reported procedure: The (R)-isomer of compound 14 can be prepared from the (+)-isomer of 1,4-dimethyl-3-(4-aminophenyl)piperazin-2-one using the same procedure. Reactants: perisobutyric acid, CCC(=O)OO (perpropionic acid), C(C)(C)(CC(C)(C)C)C1=CC=C(C=C1)O (para-tert.-octyl phenol). Solvent: CC(=O)C (acetone). Yields the product C(C)(C)(CC(C)(C)C)C=1C=C(C(O)=CC1)O (4-tert.-octyl pyrocatechol). Yield: 58.0%. Reaction SMILES: CCC(OO)=[O:4].[C:7]([C:15]1[CH:20]=[CH:19][C:18]([OH:21])=[CH:17][CH:16]=1)([CH2:10][C:11]([CH3:14])([CH3:13])[CH3:12])([CH3:9])[CH3:8]>CC(C)=O>[C:7]([C:15]1[CH:20]=[C:19]([OH:4])[C:18](=[CH:17][CH:16]=1)[OH:21])([CH2:10][C:11]([CH3:14])([CH3:13])[CH3:12])([CH3:8])[CH3:9]. Procedure details: The procedure of Example 9 was repeated, except 10.4g (0.1 mol) of perisobutyric acid in the form of about 20 weight% acetone solution was added over 30 minutes in place of perpropionic acid. Consequently, the conversion of para-tert.-octyl phenol was 13.2%, 4-tert.-octyl pyrocatechol was formed in a yield of 58% based on the converted octyl phenol and the conversion of perisobutyric acid was 100%. Product: ClCCOC(C1=CC(=CC=C1)O)=C1C2CC3CC(CC1C3)C2 ([(2-Chloroethoxy)(3-hydroxyphenyl)methylene] adamantane). Solvent: C1CCOC1 (THF). Conditions: time 10 minute. The yield is 100.0%. Reported procedure: ##STR35## To a stirred solution of the tert-butyldimethylsilyl protected-alkene 7 shown above (2.0 g, 0.004 mol) in 5 mL of THF was added tetrabutylammonium fluoride trihydrate (TBAF, 1.4 g, 0.004 mol). The resulting solution was stirred for 10 minutes. TLC analysis (ethyl acetate/hexane, 20:80) indicated conversion to a new material. After evaporation of solvent, the crude product was washed with water and taken up in ether. The organic layer was dried over MgSO4 and evaporated to dryness. The ... As a reaction SMILES: [Si]([O:8][C:9]1[CH:10]=[C:11]([C:15](=[C:20]2[CH:27]3[CH2:28][CH:23]4[CH2:24][CH:25]([CH2:29][CH:21]2[CH2:22]4)[CH2:26]3)[O:16][CH2:17][CH2:18][Cl:19])[CH:12]=[CH:13][CH:14]=1)(C(C)(C)C)(C)C.O.O.O.[F-].C([N+](CCCC)(CCCC)CCCC)CCC.C(OCC)(=O)C.CCCCCC>C1COCC1>[Cl:19][CH2:18][CH2:17][O:16][C:15](=[C:20]1[CH:27]2[CH2:28][CH:23]3[CH2:24][CH:25]([CH2:29][CH:21]1[CH2:22]3)[CH2:26]2)[C:11]1[CH:12]=[CH:13][CH:14]=[C:9]([OH:8])[CH:10]=1 |f:1.2.3.4.5,6.7|. The reactants are tert-butyldimethylsilyl, C(C)(=O)OCC.CCCCCC (ethyl acetate hexane), [Si](C)(C)(C(C)(C)C)OC=1C=C(C=CC1)C(OCCCl)=C1C2CC3CC(CC1C3)C2 ([(3-tert-Butyldimethylsilyloxyphenyl) (2-chloroethoxy)methylene]adamantane), O.O.O.[F-].C(CCC)[N+](CCCC)(CCCC)CCCC (tetrabutylammonium fluoride trihydrate). The reactants are solution, B(F)(F)F.CCOCC (boron trifluoride diethyl etherate), O1C(C1)C1=CC2=C(OCCO2)C=C1 (6-oxiranyl-2,3-dihydro-benzo[1,4]dioxine). The solvent is C(C)OCC (diethyl ether), C(C)OCC (diethyl ether). Run at temperature -10 celsius, time 10 minute. Product: O1CCOC2=C1C=CC(=C2)CC=O ((2,3-dihydro-benzo[1,4]dioxin-6-yl)-acetaldehyde). Isolated yield 95.7%. As a reaction SMILES: [O:1]1[CH2:3][CH:2]1[C:4]1[CH:13]=[CH:12][C:7]2[O:8][CH2:9][CH2:10][O:11][C:6]=2[CH:5]=1.B(F)(F)F.CCOCC>C(OCC)C>[O:8]1[C:7]2[CH:12]=[CH:13][C:4]([CH2:2][CH:3]=[O:1])=[CH:5][C:6]=2[O:11][CH2:10][CH2:9]1 |f:1.2|. Reported procedure: A solution of crude 6-oxiranyl-2,3-dihydro-benzo[1,4]dioxine (200 mg, 1.12 mmol) in diethyl ether (20 ml) was cooled at −10° C. A 10% solution of boron trifluoride diethyl etherate in diethyl ether (0.16 ml) was then added and the mixture was stirred for 10 minutes at −10° C. The reaction was quenched at this temperature by addition of a saturated aqueous solution of sodium bicarbonate (10 ml). The mixture was extracted twice with diethyl ether. The combined organic phases were washed with water...